Dataset: the Open Reaction Database (ORD), a public repository of structured organic reaction records. Task: describe an organic reaction: reactants, conditions, products, and yield Reactants: C(CCCC)ON=C(C(=O)OCC)C(CCl)=O (Ethyl 2-pentyloxyimino-4-chloro-3-oxobutyrate), NC(=S)N (thiourea), O.O.O.C(C)(=O)[O-].[Na+] (sodium acetate trihydrate), C(C)O (ethanol). Run in O (water). Product: NC=1SC=C(N1)C(C(=O)OCC)=NOCCCCC (ethyl 2-(2-aminothiazol-4-yl)-2-pentyloxyiminoacetate). The yield is 52.1%. As a reaction SMILES: [CH2:1]([O:6][N:7]=[C:8]([C:14](=O)[CH2:15]Cl)[C:9]([O:11][CH2:12][CH3:13])=[O:10])[CH2:2][CH2:3][CH2:4][CH3:5].[NH2:18][C:19]([NH2:21])=[S:20].O.O.O.C([O-])(=O)C.[Na+].C(O)C>O>[NH2:21][C:19]1[S:20][CH:15]=[C:14]([C:8](=[N:7][O:6][CH2:1][CH2:2][CH2:3][CH2:4][CH3:5])[C:9]([O:11][CH2:12][CH3:13])=[O:10])[N:18]=1 |f:2.3.4.5.6|. Reported procedure: Ethyl 2-pentyloxyimino-4-chloro-3-oxobutyrate (syn isomer, 51.1 g.), thiourea (14.7 g.), sodium acetate trihydrate (26.4 g.), ethanol (175 ml.) and water (125 ml.) were treated in a similar manner to that of Example F-(3) to give ethyl 2-(2-aminothiazol-4-yl)-2-pentyloxyiminoacetate (syn isomer, 28.7 g.), mp 86° to 88° C.